From a dataset of the Open Reaction Database (ORD), a public repository of structured organic reaction records. describe an organic reaction: reactants, conditions, products, and yield Starting materials: N1=C(C=CC=C1)CN1C[C@@H](CCC1)O ((3R)-1-(2-Pyridinylmethyl)-3-piperidinol), O1C(=NC2=C1C=CC=C2)N2[C@@H](CCCC2)C(=O)O ((2S)-1-(1,3-benzoxazol-2-yl)-2-piperidinecarboxylic acid), C1(=CC=CC=C1)P(C1=CC=CC=C1)C1=CC=CC=C1 (triphenylphosphine), N(=NC(=O)OCC)C(=O)OCC (diethyl azodicarboxylate). Run in O1CCCC1 (tetrahydrofuran). The product is O1C(=NC2=C1C=CC=C2)N2[C@@H](CCCC2)C(=O)O[C@@H]2CN(CCC2)CC2=NC=CC=C2 ((3S)-1-(2-pyridinylmethyl)-3-piperidinyl (2S)-1-(1,3-benzoxazol-2-yl)-2-piperidinecarboxylate). Isolated yield 54.7%. RXN SMILES: [N:1]1[CH:6]=[CH:5][CH:4]=[CH:3][C:2]=1[CH2:7][N:8]1[CH2:13][CH2:12][CH2:11][C@@H:10]([OH:14])[CH2:9]1.[O:15]1[C:19]2[CH:20]=[CH:21][CH:22]=[CH:23][C:18]=2[N:17]=[C:16]1[N:24]1[CH2:29][CH2:28][CH2:27][CH2:26][C@H:25]1[C:30](O)=[O:31].C1(P(C2C=CC=CC=2)C2C=CC=CC=2)C=CC=CC=1.N(C(OCC)=O)=NC(OCC)=O>O1CCCC1>[O:15]1[C:19]2[CH:20]=[CH:21][CH:22]=[CH:23][C:18]=2[N:17]=[C:16]1[N:24]1[CH2:29][CH2:28][CH2:27][CH2:26][C@H:25]1[C:30]([O:14][C@H:10]1[CH2:11][CH2:12][CH2:13][N:8]([CH2:7][C:2]2[CH:3]=[CH:4][CH:5]=[CH:6][N:1]=2)[CH2:9]1)=[O:31]. Procedure details: (3R)-1-(2-Pyridinylmethyl)-3-piperidinol (117 mg) [see Preparation 35] was added to a stirred solution of (2S)-1-(1,3-benzoxazol-2-yl)-2-piperidinecarboxylic acid (150 mg) [see Preparation 3], triphenylphosphine (192 mg) and diethyl azodicarboxylate (0.115 ml) in dry tetrahydrofuran (6 ml). The reaction mixture was stirred at reflux for 16 hours, after which time the solvent was removed under reduced pressure and the residue partitioned between ethyl acetate and 0.5M aqueous hydrochloric acid. T... Reactants: CC(C)(C)OC(=O)NC1COCCC1=O, [BH3-]C#N, CC(=O)[O-], CO, CCOC(C)=O, [NH4+], [Na+], [Na+], [Na+], O=C([O-])[O-]. Yields the product CC(C)(C)OC(=O)NC1COCCC1N. RXN SMILES: [C:1]([CH3:2])([CH3:3])([CH3:4])[O:5][C:6]([NH:7][CH:8]1[CH2:9][O:10][CH2:11][CH2:12][C:13]1=[O:14])=[O:15].[C:21](#[N:22])[BH3-:23].[CH3:17][C:18](=[O:19])[O-:20].[CH3:31][OH:32].[CH3:33][CH2:34][O:35][C:36](=[O:37])[CH3:38].[NH4+:16].[Na+:24].[Na+:25].[Na+:26].[O-:27][C:28](=[O:29])[O-:30]>>[C:1]([CH3:2])([CH3:3])([CH3:4])[O:5][C:6]([NH:7][CH:8]1[CH2:9][O:10][CH2:11][CH2:12][CH:13]1[NH2:22])=[O:15].